From a dataset of the Open Reaction Database (ORD), a public repository of structured organic reaction records. describe an organic reaction: reactants, conditions, products, and yield Yields the product C(C1=CC=CC=C1)OC(NC=1C(=NC(=CC1)C1=CC=CC=C1)NC(C1=CC=C(C=C1)NC(C)=O)=O)=O (Benzyl(2-{[4-(acetylamino)benzoyl]amino}-6-phenylpyridin-3-yl)carbamate). Reported procedure: A solution of 4-(acetylamino)benzoic acid (33.6 mg, 0.188 mmol) and methylene chloride (0.190 mL) was cooled to 0° C. and treated with thionyl chloride (41 uL, 0.563 mmol) and a drop of DMF. The cold bath was removed, and the reaction progress was checked via piperidine quench and LCMS. The reaction was thoroughly concentrated and dissolved in methylene chloride:THF (1:1, 0.240 mL) and benzyl(2-amino-6-phenylpyridin-3-yl)carbamate (20 mg, 0.0626 mmol) added. After 2 days the reaction was concent... As a reaction SMILES: [C:1]([NH:4][C:5]1[CH:13]=[CH:12][C:8]([C:9]([OH:11])=O)=[CH:7][CH:6]=1)(=[O:3])[CH3:2].C(Cl)Cl.S(Cl)(Cl)=O.[CH2:21]([O:28][C:29](=[O:44])[NH:30][C:31]1[C:32]([NH2:43])=[N:33][C:34]([C:37]2[CH:42]=[CH:41][CH:40]=[CH:39][CH:38]=2)=[CH:35][CH:36]=1)[C:22]1[CH:27]=[CH:26][CH:25]=[CH:24][CH:23]=1>CN(C=O)C>[CH2:21]([O:28][C:29](=[O:44])[NH:30][C:31]1[C:32]([NH:43][C:9](=[O:11])[C:8]2[CH:7]=[CH:6][C:5]([NH:4][C:1](=[O:3])[CH3:2])=[CH:13][CH:12]=2)=[N:33][C:34]([C:37]2[CH:42]=[CH:41][CH:40]=[CH:39][CH:38]=2)=[CH:35][CH:36]=1)[C:22]1[CH:27]=[CH:26][CH:25]=[CH:24][CH:23]=1. Solvent: CN(C)C=O (DMF). Reactants: C(C1=CC=CC=C1)OC(NC=1C(=NC(=CC1)C1=CC=CC=C1)N)=O (benzyl(2-amino-6-phenylpyridin-3-yl)carbamate), C(C)(=O)NC1=CC=C(C(=O)O)C=C1 (4-(acetylamino)benzoic acid), C(Cl)Cl (methylene chloride), S(=O)(Cl)Cl (thionyl chloride). The reactants are ClC=1C=C(C#N)C=C(C1)OC1=C(C(NC(=C1)C)=O)Cl (3-chloro-5-[(3-chloro-6-methyl-2-oxo-1,2-dihydropyridin-4-yl)oxy]benzonitrile), CI (methyl iodide). Reagents/catalysts: C([O-])([O-])=O.[Ag+2] (silver carbonate). The solvent is C(Cl)(Cl)Cl (chloroform). Run at temperature 50 celsius. Yields the product ClC=1C=C(C#N)C=C(C1)OC1=C(C(=NC(=C1)C)OC)Cl (3-chloro-5-[(3-chloro-2-methoxy-6-methylpyridin-4-yl)oxy]benzonitrile). RXN SMILES: [Cl:1][C:2]1[CH:3]=[C:4]([CH:7]=[C:8]([O:10][C:11]2[CH:16]=[C:15]([CH3:17])[NH:14][C:13](=[O:18])[C:12]=2[Cl:19])[CH:9]=1)[C:5]#[N:6].[CH3:20]I>C(=O)([O-])[O-].[Ag+2].C(Cl)(Cl)Cl>[Cl:1][C:2]1[CH:3]=[C:4]([CH:7]=[C:8]([O:10][C:11]2[CH:16]=[C:15]([CH3:17])[N:14]=[C:13]([O:18][CH3:20])[C:12]=2[Cl:19])[CH:9]=1)[C:5]#[N:6] |f:2.3|. Reported procedure: Compound 3-4 (2.45 g; 8.32 mmol), methyl iodide (1.573 mL; 25.2 mmol), silver carbonate (3.28 g; 11.89 mmol) and chloroform (100 mL) were added to a sealed vessel. The contents of the sealed vessel were heated at 50° C. for 3 hours in the absence of light. The reaction was cooled to room temperature, the insoluble material filtered off, and the filtrate concentrated in vacuo. The crude material was purified via silica gel chromatography (0-10% EtOAc in hexane) to give the title compound. MS M+1=... Starting materials: OC1=C(OC2=C(C(=O)O)C=CC=C2)C=CC=C1 (2-(2-Hydroxy-phenoxy)-benzoic acid). Run in C(C)(=O)OC(C)=O (acetic anhydride). Reaction conditions: temperature 146.5 celsius. Yields the product C1=CC=CC=2OC3=C(OC(C21)=O)C=CC=C3 (Dibenzo[b,e][1,4]dioxepin-11-one). Reaction SMILES: O[C:2]1[CH:17]=[CH:16][CH:15]=[CH:14][C:3]=1[O:4][C:5]1[CH:13]=[CH:12][CH:11]=[CH:10][C:6]=1[C:7]([OH:9])=[O:8]>C(OC(=O)C)(=O)C>[CH:10]1[C:6]2[C:7](=[O:9])[O:8][C:2]3[CH:17]=[CH:16][CH:15]=[CH:14][C:3]=3[O:4][C:5]=2[CH:13]=[CH:12][CH:11]=1. Procedure details: 2-(2-Hydroxy-phenoxy)-benzoic acid (200 mg) was dissolved in acetic anhydride (10 ml) and refluxed at 145-148° C. for 8 h. The excess acetic anhydride was evaporated by a rotatory evaporator and the residue was poured into ice water. The mixture was extracted with diethyl ether. The organic layer was successively washed with saturated NaHCO3 and saturated ammonium chloride, dried over anhydrous MgSO4, filtered and evaporated by a rotatory evaporator. After dryness and purification by column chro... Reactants: C1CCOC1, C#CCOc1cccc(F)c1F, Fc1ccc2c(c1F)OCC=C2. Yields the product Fc1ccc2c(c1F)OCCC2. RXN SMILES: [CH2:25]1[O:26][CH2:27][CH2:28][CH2:29]1.[F:13][c:14]1[cH:15][cH:16][cH:17][c:18]([O:19][CH2:20][C:21]#[CH:22])[c:23]1[F:24].[F:1][c:2]1[cH:3][cH:4][c:5]2[c:10]([c:11]1[F:12])[O:9][CH2:8][CH:7]=[CH:6]2>>[F:1][c:2]1[cH:3][cH:4][c:5]2[c:10]([c:11]1[F:12])[O:9][CH2:8][CH2:7][CH2:6]2.